This data is from the Open Reaction Database (ORD), a public repository of structured organic reaction records. The task is: describe an organic reaction: reactants, conditions, products, and yield Starting materials: NC1=C(C=C(C(=C1)Cl)S(=O)(=O)N)S(=O)(=O)N (4-amino-6-chloro-1,3-benzenedisulfonamide), CN(CCC1CCC(CC1)=O)C (4-(2-dimethylaminoethyl) cyclohexanone). Solvent: Cl (HCl). The product is Cl.CN(CCC1CCC2(CC1)NS(C1=C(N2)C=C(C(=C1)S(=O)(=O)N)Cl)(=O)=O)C (4'-(2-dimethylaminoethyl)-6-chlorospiro-[2H-1,2,4-benzothiadiazine-3(4H),1'-cyclohexane]-7-sulfonamide-1,1-dioxide hydrochloride). Reaction SMILES: [NH2:1][C:2]1[CH:7]=[C:6]([Cl:8])[C:5]([S:9]([NH2:12])(=[O:11])=[O:10])=[CH:4][C:3]=1[S:13]([NH2:16])(=[O:15])=[O:14].[CH3:17][N:18]([CH3:28])[CH2:19][CH2:20][CH:21]1[CH2:26][CH2:25][C:24](=O)[CH2:23][CH2:22]1>Cl>[ClH:8].[CH3:28][N:18]([CH3:17])[CH2:19][CH2:20][CH:21]1[CH2:26][CH2:25][C:24]2([NH:1][C:2]3[CH:7]=[C:6]([Cl:8])[C:5]([S:9]([NH2:12])(=[O:10])=[O:11])=[CH:4][C:3]=3[S:13](=[O:15])(=[O:14])[NH:16]2)[CH2:23][CH2:22]1 |f:3.4|. Procedure: A mixture of 4-amino-6-chloro-1,3-benzenedisulfonamide (4.3 g., 0.015 mole) and 4-(2-dimethylaminoethyl) cyclohexanone (3.0 g., 0.018 mole) in 3 N ethanolic HCl (50 ml.) is refluxed for one and one half hours and cooled to give 4'-(2-dimethylaminoethyl)-6-chlorospiro-[2H-1,2,4-benzothiadiazine-3(4H),1'-cyclohexane]-7-sulfonamide-1,1-dioxide hydrochloride (m.p. 279°-81° C.) which is dissolved in warm water (300 ml.) and treated with aqueous ammonia (1 ml.) to give 4'-(2-dimethylaminoethyl)-6-chlo... Starting materials: NC1=NC(N(C=C1)[C@@H]1O[C@]([C@H]([C@H]1F)OCC1=CC=CC=C1)(C(F)F)COCC1=CC=CC=C1)=O (4-amino-1-((2R,3R,4R,5R)-4-(benzyloxy)-5-(benzyloxymethyl)-5-(difluoromethyl)-3-fluoro-tetrahydrofuran-2-yl)pyrimidin-2(1H)-one). Reagents/catalysts: Cl (HCl), [OH-].[OH-].[Pd+2] (Pd(OH)2/C). Solvent: CO (methanol). Run at time 10 minute. Yields the product NC1=NC(N(C=C1)[C@@H]1O[C@@]([C@H]([C@H]1F)O)(CO)C(F)F)=O (4-amino-1-((2R,3R,4R,5R)-5-(difluoromethyl)-3-fluoro-4-hydroxy-5-(hydroxymethyl)-tetrahydrofuran-2-yl)pyrimidin-2(1H)-one). Yield: 25.9%. Reaction SMILES: [NH2:1][C:2]1[CH:7]=[CH:6][N:5]([C@H:8]2[C@H:12]([F:13])[C@H:11]([O:14]CC3C=CC=CC=3)[C@:10]([CH2:25][O:26]CC3C=CC=CC=3)([CH:22]([F:24])[F:23])[O:9]2)[C:4](=[O:34])[N:3]=1>Cl.CO.[OH-].[OH-].[Pd+2]>[NH2:1][C:2]1[CH:7]=[CH:6][N:5]([C@H:8]2[C@H:12]([F:13])[C@H:11]([OH:14])[C@@:10]([CH:22]([F:24])[F:23])([CH2:25][OH:26])[O:9]2)[C:4](=[O:34])[N:3]=1 |f:3.4.5|. Procedure: A mixture of compound 40 (160 mg, 0.34 mmol), Pd(OH)2/C (0.8 g) and concentrated aqueous HCl (2 drops, 37%) in methanol (10 mL) was stirred under an atmosphere of hydrogen for 10 min, filtered and evaporated to dryness under reduced pressure. Purification by preparative HPLC afforded 41 as a white solid (26 mg, 25%). LC-MS (M+H)+=296.1 Starting materials: C(C1=CC=CC=C1)OC=1C=C2C(N(C(N(C2=CC1)C1CCSCC1)=O)CC1=CC(=C(C=C1)OC)OC)=O (6-(benzyloxy)-3-(3,4-dimethoxybenzyl)-1-(tetrahydro-2H-thiopyran-4-yl)quinazoline-2,4(1H,3H)-dione), I(=O)(=O)(=O)[O-].[Na+] (sodium periodate). Solvent: CO.CCO.O (MeOH EtOH water). Run at time 8 hour. Yields the product C(C1=CC=CC=C1)OC=1C=C2C(N(C(N(C2=CC1)C1CCS(CC1)=O)=O)CC1=CC(=C(C=C1)OC)OC)=O (6-(benzyloxy)-3-(3,4-dimethoxybenzyl)-1-(1-oxidotetrahydro-2H-thiopyran-4-yl)-quinazoline-2,4(1H,3H)-dione). Isolated yield 106.7%. RXN SMILES: [CH2:1]([O:8][C:9]1[CH:10]=[C:11]2[C:16](=[CH:17][CH:18]=1)[N:15]([CH:19]1[CH2:24][CH2:23][S:22][CH2:21][CH2:20]1)[C:14](=[O:25])[N:13]([CH2:26][C:27]1[CH:32]=[CH:31][C:30]([O:33][CH3:34])=[C:29]([O:35][CH3:36])[CH:28]=1)[C:12]2=[O:37])[C:2]1[CH:7]=[CH:6][CH:5]=[CH:4][CH:3]=1.I([O-])(=O)(=O)=[O:39].[Na+]>CO.CCO.O>[CH2:1]([O:8][C:9]1[CH:10]=[C:11]2[C:16](=[CH:17][CH:18]=1)[N:15]([CH:19]1[CH2:24][CH2:23][S:22](=[O:39])[CH2:21][CH2:20]1)[C:14](=[O:25])[N:13]([CH2:26][C:27]1[CH:32]=[CH:31][C:30]([O:33][CH3:34])=[C:29]([O:35][CH3:36])[CH:28]=1)[C:12]2=[O:37])[C:2]1[CH:7]=[CH:6][CH:5]=[CH:4][CH:3]=1 |f:1.2,3.4.5|. Reported procedure: A mixture of 0.9 g of 6-(benzyloxy)-3-(3,4-dimethoxybenzyl)-1-(tetrahydro-2H-thiopyran-4-yl)quinazoline-2,4(1H,3H)-dione and 0.445 g of sodium periodate in 20 ml of an MeOH/EtOH/water mixture (5/5/1, v/v/v) is stirred overnight at room temperature. The resulting mixture is evaporated under reduced pressure. Water is added and the resulting mixture is extracted with DCM. The organic phase is dried over Na2SO4. The resulting mixture is filtered, and the filtrate is evaporated under reduced pressur... Starting materials: CC(C)(C)OC(=O)NC(Cc1ccc(O)cc1)C(N)=O, CC(=O)OC(C)=O, c1ccncc1. The product is CC(=O)Oc1ccc(CC(NC(=O)OC(C)(C)C)C(N)=O)cc1. As a reaction SMILES: [C:1](=[O:2])([O:3][C:4]([CH3:5])([CH3:6])[CH3:7])[NH:8][CH:9]([CH2:10][c:11]1[cH:12][cH:13][c:14]([OH:17])[cH:15][cH:16]1)[C:18](=[O:19])[NH2:20].[CH3:21][C:22](=[O:23])[O:24][C:25](=[O:26])[CH3:27].[cH:28]1[cH:29][cH:30][n:31][cH:32][cH:33]1>>[C:1](=[O:2])([O:3][C:4]([CH3:5])([CH3:6])[CH3:7])[NH:8][CH:9]([CH2:10][c:11]1[cH:12][cH:13][c:14]([O:17][C:22]([CH3:21])=[O:23])[cH:15][cH:16]1)[C:18](=[O:19])[NH2:20]. Starting materials: [OH-].[NH4+] (ammonium hydroxide), [N+](=O)([O-])C=1C=C(OCC2=CC=CC(=N2)C2=CC=CC=C2)C=CC1 (6-[(3-nitrophenoxy)methyl]-2-phenylpyridine), ferrous sulfate heptahydrate, Cl (hydrochloric acid). Run in O (water), O (water), C(C)(=O)OCC (ethyl acetate). Conditions: temperature 90 celsius. Product: C1(=CC=CC=C1)C1=NC(=CC=C1)COC=1C=C(C=CC1)N (3-[(2-Phenyl-6-pyridinyl)methoxy]benzenamine). Yield: 86.9%. RXN SMILES: [N+:1]([C:4]1[CH:5]=[C:6]([CH:21]=[CH:22][CH:23]=1)[O:7][CH2:8][C:9]1[N:14]=[C:13]([C:15]2[CH:20]=[CH:19][CH:18]=[CH:17][CH:16]=2)[CH:12]=[CH:11][CH:10]=1)([O-])=O.Cl.[OH-].[NH4+]>O.C(OCC)(=O)C>[C:15]1([C:13]2[CH:12]=[CH:11][CH:10]=[C:9]([CH2:8][O:7][C:6]3[CH:5]=[C:4]([NH2:1])[CH:23]=[CH:22][CH:21]=3)[N:14]=2)[CH:16]=[CH:17][CH:18]=[CH:19][CH:20]=1 |f:2.3|. Procedure: A suspension of 6.2 g (0.02 mol) of 6-[(3-nitrophenoxy)methyl]-2-phenylpyridine in a solution of 50.0 g (0.18 mol) of ferrous sulfate heptahydrate and 0.3 ml of concentrated hydrochloric acid in 100 ml of water is heated on a steambath to 90° C. Concentrated ammonium hydroxide is added in 3 increments of 10 ml over a period of 10 minutes. Heating is discontinued and the reaction mixture is allowed to cool over a period of 45 minutes while vigorously stirring. The reaction mixture is diluted with... Reactants: C1CCOC1, [H-], CI, [Na+], CCCCC(O)C(=O)O. The product is CCCCC(OC)C(=O)O. RXN SMILES: [CH2:14]1[O:15][CH2:16][CH2:17][CH2:18]1.[H-:10].[I:12][CH3:13].[Na+:11].[OH:1][CH:2]([C:3](=[O:4])[OH:5])[CH2:6][CH2:7][CH2:8][CH3:9]>>[O:1]([CH:2]([C:3](=[O:4])[OH:5])[CH2:6][CH2:7][CH2:8][CH3:9])[CH3:13].